Dataset: the Open Reaction Database (ORD), a public repository of structured organic reaction records. Task: describe an organic reaction: reactants, conditions, products, and yield Reactants: CCO, CC(=O)O, c1cc(Nc2nccc(-c3cccs3)n2)cc(OCCn2ccnc2)c1. The product is CC(=O)O, c1cc(Nc2nccc(-c3cccs3)n2)cc(OCCn2ccnc2)c1. Reaction SMILES: [CH2:31]([OH:32])[CH3:33].[CH3:27][C:28]([OH:29])=[O:30].[n:1]1([CH2:6][CH2:7][O:8][c:9]2[cH:10][c:11]([NH:15][c:16]3[n:17][cH:18][cH:19][c:20](-[c:22]4[s:23][cH:24][cH:25][cH:26]4)[n:21]3)[cH:12][cH:13][cH:14]2)[cH:2][n:3][cH:4][cH:5]1>>[CH3:27][C:28](=[O:29])[OH:30].[n:1]1([CH2:6][CH2:7][O:8][c:9]2[cH:10][c:11]([NH:15][c:16]3[n:17][cH:18][cH:19][c:20](-[c:22]4[s:23][cH:24][cH:25][cH:26]4)[n:21]3)[cH:12][cH:13][cH:14]2)[cH:2][n:3][cH:4][cH:5]1. Starting materials: BrC1=C(N)C(=CC(=C1)C(F)(F)F)Br (2,6-dibromo-4-trifluoromethyl aniline), CB1OB(OB(O1)C)C (trimethylboroxin), C([O-])([O-])=O.[K+].[K+] (potassium carbonate), CN(C)C=O (DMF), O (Water). Reagents/catalysts: C=1C=CC(=CC1)[P](C=2C=CC=CC2)(C=3C=CC=CC3)[Pd]([P](C=4C=CC=CC4)(C=5C=CC=CC5)C=6C=CC=CC6)([P](C=7C=CC=CC7)(C=8C=CC=CC8)C=9C=CC=CC9)[P](C=1C=CC=CC1)(C=1C=CC=CC1)C=1C=CC=CC1 (Pd(PPh3)4). Conditions: temperature 90 celsius. Yields the product CC1=C(C(=CC(=C1)C(F)(F)F)C)N ([2,6-dimethyl-4-(trifluoromethyl)phenyl]amine). Reaction SMILES: Br[C:2]1[CH:8]=[C:7]([C:9]([F:12])([F:11])[F:10])[CH:6]=[C:5](Br)[C:3]=1N.CB1OB(C)OB(C)O1.[C:23](=O)([O-])[O-].[K+].[K+].O.C[N:31]([CH:33]=O)C>C1C=CC([P]([Pd]([P](C2C=CC=CC=2)(C2C=CC=CC=2)C2C=CC=CC=2)([P](C2C=CC=CC=2)(C2C=CC=CC=2)C2C=CC=CC=2)[P](C2C=CC=CC=2)(C2C=CC=CC=2)C2C=CC=CC=2)(C2C=CC=CC=2)C2C=CC=CC=2)=CC=1>[CH3:23][C:2]1[CH:8]=[C:7]([C:9]([F:10])([F:11])[F:12])[CH:6]=[C:5]([CH3:3])[C:33]=1[NH2:31] |f:2.3.4,^1:38,40,59,78|. Reported procedure: A mixture of 2,6-dibromo-4-trifluoromethyl aniline (1.00 g, 3.14 mmol), trimethylboroxin (1.16 ml, 1.04 g, 8.33 mmol), potassium carbonate (1.15 g, 8.33 mmol) and catalytic amount (10%) Pd(PPh3)4 in DMF (5 ml) was heated to 90° C. for 14 h. Water (10 ml) was added. The mixture was extracted with ethyl acetate (3×20 ml). The combined EtOAc layers were washed with brine and dried over sodium sulfate. The titled compound was obtained as a colorless oil after a flash column using EtOAc:hexane (1:9) ...